Dataset: the Open Reaction Database (ORD), a public repository of structured organic reaction records. Task: describe an organic reaction: reactants, conditions, products, and yield Reactants: OO (H2O2), FC1=CC=C2C(=C(C(=NC2=C1)C1=NC=CC=C1)C)N1C2=C(SCC1)N=CC(=C2)N2CCOCC2 (4-(1-(7-fluoro-3-methyl-2-(pyridin-2-yl)quinolin-4-yl)-2,3-dihydro-1H-pyrido[2,3-b][1,4]thiazin-7-yl)morpholine), O (water), OO (H2O2), OS(=O)[O-].[Na+] (NaHSO3). The reagents and catalysts are [O-][W](=O)(=O)[O-].[Na+].[Na+] (disodium tungstate), [O-][W](=O)(=O)[O-].[Na+].[Na+] (disodium tungstate). The solvent is CCOC(=O)C (EtOAc), CCOC(=O)C (EtOAc). Run at temperature 0 celsius, time 8 hour. Yields the product FC1=CC=C2C(=C(C(=NC2=C1)C1=NC=CC=C1)C)N1C2=C(S(CC1)(=O)=O)N=CC(=C2)N2CCOCC2 (1-(7-fluoro-3-methyl-2-(2-pyridinyl)-4-quinolinyl)-7-(4-morpholinyl)-2,3-dihydro-1H-pyrido[2,3-b][1,4]thiazine 4,4-dioxide). RXN SMILES: [F:1][C:2]1[CH:11]=[C:10]2[C:5]([C:6]([N:19]3[CH2:24][CH2:23]S[C:21]4[N:25]=[CH:26][C:27]([N:29]5[CH2:34][CH2:33][O:32][CH2:31][CH2:30]5)=[CH:28][C:20]3=4)=[C:7]([CH3:18])[C:8]([C:12]3[CH:17]=[CH:16][CH:15]=[CH:14][N:13]=3)=[N:9]2)=[CH:4][CH:3]=1.O.OO.[OH:38][S:39]([O-:41])=O.[Na+]>CCOC(C)=O.[O-][W]([O-])(=O)=O.[Na+].[Na+]>[F:1][C:2]1[CH:11]=[C:10]2[C:5]([C:6]([N:19]3[CH2:24][CH2:23][S:39](=[O:41])(=[O:38])[C:21]4[N:25]=[CH:26][C:27]([N:29]5[CH2:34][CH2:33][O:32][CH2:31][CH2:30]5)=[CH:28][C:20]3=4)=[C:7]([CH3:18])[C:8]([C:12]3[CH:17]=[CH:16][CH:15]=[CH:14][N:13]=3)=[N:9]2)=[CH:4][CH:3]=1 |f:3.4,6.7.8|. Reported procedure: To a stirred solution of 4-(1-(7-fluoro-3-methyl-2-(pyridin-2-yl)quinolin-4-yl)-2,3-dihydro-1H-pyrido[2,3-b][1,4]thiazin-7-yl)morpholine (40 mg, 0.084 mmol) in EtOAc (2.5 mL) was added disodium tungstate (24.8 mg, 0.084 mol) and water (0.3 mL). The reaction was cooled at 0° C. and then H2O2 (25.9 μL, 0.84 mmol, 30%) was added. The reaction was allowed to warm to rt for 1 h. After this time more disodium tungstate (7 mg) was added followed by H2O2 (0.4 mL, 30%) and the reaction was stirred at rt ... Starting materials: Cc1cccc(N2CCNCC2C)c1, CCN(C(C)C)C(C)C, O=CCCc1cc(-c2ccc(Cl)cc2)n(-c2ccccc2)n1. Yields the product Cc1cccc(N2CCN(CCCc3cc(-c4ccc(Cl)cc4)n(-c4ccccc4)n3)CC2C)c1. RXN SMILES: [CH3:23][CH:24]1[N:25]([c:30]2[cH:31][c:32]([CH3:36])[cH:33][cH:34][cH:35]2)[CH2:26][CH2:27][NH:28][CH2:29]1.[CH:37]([N:38]([CH2:39][CH3:40])[CH:41]([CH3:42])[CH3:43])([CH3:44])[CH3:45].[Cl:1][c:2]1[cH:3][cH:4][c:5](-[c:8]2[cH:9][c:10]([CH2:19][CH2:20][CH:21]=[O:22])[n:11][n:12]2-[c:13]2[cH:14][cH:15][cH:16][cH:17][cH:18]2)[cH:6][cH:7]1>>[Cl:1][c:2]1[cH:3][cH:4][c:5](-[c:8]2[cH:9][c:10]([CH2:19][CH2:20][CH2:21][N:28]3[CH2:27][CH2:26][N:25]([c:30]4[cH:31][c:32]([CH3:36])[cH:33][cH:34][cH:35]4)[CH:24]([CH3:23])[CH2:29]3)[n:11][n:12]2-[c:13]2[cH:14][cH:15][cH:16][cH:17][cH:18]2)[cH:6][cH:7]1. Starting materials: CC1(C(C(CC(=C1)C)(C)C)C(CCO)=C)C (2,2,4,6,6-pentamethyl-γ-methylene-3-cyclohexene-1-propanol), [H-].[Na+] (Sodium hydride), CI (methyl iodide). Solvent: C1CCOC1 (THF), C1CCOC1 (THF), CCCCCC (hexane). Yields the product COCCC(C1C(C=C(CC1(C)C)C)(C)C)=C (2,2,4,6,6-pentamethyl-γ-methylene-3-cyclohexene-1-propanol methyl ether). The yield is 465.3%. As a reaction SMILES: [H-].[Na+].[CH3:3][C:4]1([CH3:18])[CH:9]=[C:8]([CH3:10])[CH2:7][C:6]([CH3:12])([CH3:11])[CH:5]1[C:13](=[CH2:17])[CH2:14][CH2:15][OH:16].[CH3:19]I>CCCCCC.C1COCC1>[CH3:19][O:16][CH2:15][CH2:14][C:13](=[CH2:17])[CH:5]1[C:6]([CH3:11])([CH3:12])[CH2:7][C:8]([CH3:10])=[CH:9][C:4]1([CH3:18])[CH3:3] |f:0.1|. Procedure details: Sodium hydride (0.6g of 60% oil dispersion, 0.015 mol) was washed with hexane (2×3 mL) and suspended in THF (10 mL). A solution of 2,2,4,6,6-pentamethyl-γ-methylene-3-cyclohexene-1-propanol (1.11g, 0.005 mol) in THF (5 mL) was added, followed by methyl iodide (1.4g, 0.001 mol). The mixture was heated at reflux for 4 hr. Afterwhich, work-up, chromatography and kugelrohr distillation gave 1.10g of 2,2,4,6,6-pentamethyl-γ-methylene-3-cyclohexene-1-propanol methyl ether. 1H-NMR (60 MHz, CDCl3) δ0.95... The reactants are N(=O)[O-].[Na+] (sodium nitrite), NC1=NC(=C(C=C1Cl)Cl)C (2-Amino-3,5-dichloro-6-methylpyridine), [OH-].[Na+] (sodium hydroxide), Br (HBr), BrBr (bromine). Solvent: O (water), O (water). Run at temperature -20 celsius, time 60 minute. The product is BrC1=NC(=C(C=C1Cl)Cl)C (2-Bromo-3,5-dichloro-6-methylpyridine). The yield is 45.0%. As a reaction SMILES: N[C:2]1[C:7]([Cl:8])=[CH:6][C:5]([Cl:9])=[C:4]([CH3:10])[N:3]=1.[BrH:11].BrBr.N([O-])=O.[Na+].[OH-].[Na+]>O>[Br:11][C:2]1[C:7]([Cl:8])=[CH:6][C:5]([Cl:9])=[C:4]([CH3:10])[N:3]=1 |f:3.4,5.6|. Reported procedure: 2-Amino-3,5-dichloro-6-methylpyridine (3.54 g, 20 mmol) was suspended in aqueous 48% HBr solution at room temperature and the mixture was cooled to −20° C. This suspension was maintained at −20° C. while bromine (2.87 mL, 56 mmol) was added dropwise. The resultant paste was stirred for 30 minutes at this temperature before the dropwise addition of a cooled solution of sodium nitrite (3.59 g, 52 mmol) in water (5 mL). At this point the reaction mixture was allowed to warm to room temperature. Aft...